This data is from the Open Reaction Database (ORD), a public repository of structured organic reaction records. The task is: describe an organic reaction: reactants, conditions, products, and yield Starting materials: C(C)O (ethanol), COC1=CC=C2C(=CC(N(C2=C1)CCCC1(CCN(CC1)CCSC=1SC=CC1)C(=O)OCC)=O)C (ethyl 4-(3-(7-methoxy-4-methyl-2-oxoquinolin-1(2H)-yl)propyl)-1-(2-(2-thienylthio)ethyl)piperidine-4-carboxylate), [OH-].[Na+] (sodium hydroxide). The solvent is O (water). Product: COC1=CC=C2C(=CC(N(C2=C1)CCCC1(CCN(CC1)CCSC=1SC=CC1)C(=O)O)=O)C (4-(3-(7-methoxy-4-methyl-2-oxoquinolin-1(2H)-yl)propyl)-1-(2-(2-thienylthio)ethyl)piperidine-4-carboxylic acid). Yield: 88.7%. Reaction SMILES: C(O)C.[CH3:4][O:5][C:6]1[CH:15]=[C:14]2[C:9]([C:10]([CH3:39])=[CH:11][C:12](=[O:38])[N:13]2[CH2:16][CH2:17][CH2:18][C:19]2([C:33]([O:35]CC)=[O:34])[CH2:24][CH2:23][N:22]([CH2:25][CH2:26][S:27][C:28]3[S:29][CH:30]=[CH:31][CH:32]=3)[CH2:21][CH2:20]2)=[CH:8][CH:7]=1.[OH-].[Na+]>O>[CH3:4][O:5][C:6]1[CH:15]=[C:14]2[C:9]([C:10]([CH3:39])=[CH:11][C:12](=[O:38])[N:13]2[CH2:16][CH2:17][CH2:18][C:19]2([C:33]([OH:35])=[O:34])[CH2:24][CH2:23][N:22]([CH2:25][CH2:26][S:27][C:28]3[S:29][CH:30]=[CH:31][CH:32]=3)[CH2:21][CH2:20]2)=[CH:8][CH:7]=1 |f:2.3|. Reported procedure: To 1 mL of an ethanol solution containing 0.25 g of ethyl 4-(3-(7-methoxy-4-methyl-2-oxoquinolin-1(2H)-yl)propyl)-1-(2-(2-thienylthio)ethyl)piperidine-4-carboxylate, 1 mL of 5 mol/L aqueous sodium hydroxide solution was added and stirred under reflux with heating for 5 hours. 2 mL of water was added, removed ethanol under reduced pressure, adjusted to pH 6.0 with 6 mol/L hydrochloric acid, and the resulting solid was filtered to afford 0.21 g of 4-(3-(7-methoxy-4-methyl-2-oxoquinolin-1(2H)-yl)pr... The product is COCCn1c(-c2ccc(C(C)C)cc2)nc2c(C(F)(F)F)c(Cc3ccccc3)cc(OC)c21. Reaction SMILES: [Br-:31].[CH:1]([CH3:2])([CH3:3])[c:4]1[cH:5][cH:6][c:7](-[c:10]2[n:11][c:12]3[c:13]([n:14]2[CH2:15][CH2:16][O:17][CH3:18])[c:19]([O:29][CH3:30])[cH:20][c:21]([CH:27]=[O:28])[c:22]3[C:23]([F:24])([F:25])[F:26])[cH:8][cH:9]1.[c:32]1([Mg+:38])[cH:33][cH:34][cH:35][cH:36][cH:37]1>>[CH:1]([CH3:2])([CH3:3])[c:4]1[cH:5][cH:6][c:7](-[c:10]2[n:11][c:12]3[c:13]([n:14]2[CH2:15][CH2:16][O:17][CH3:18])[c:19]([O:29][CH3:30])[cH:20][c:21]([CH2:27][c:32]2[cH:33][cH:34][cH:35][cH:36][cH:37]2)[c:22]3[C:23]([F:24])([F:25])[F:26])[cH:8][cH:9]1. Starting materials: [Br-], COCCn1c(-c2ccc(C(C)C)cc2)nc2c(C(F)(F)F)c(C=O)cc(OC)c21, [Mg+]c1ccccc1. Starting materials: resultant mixture, C12CC3CC(CC(C1)C3)C2 (adamantane), ON1C(C=2C(C1=O)=CC=CC2)=O (N-hydroxyphthalimide), phosphovanadotungstic acid, C(C)(=O)O (acetic acid), C12CC3CC(CC(C1)C3)C2 (adamantane). Yields the product C12C(C3CC(CC(C1)C3)C2)=O (adamantanone), OC12C(C3CC(CC(C1)C3)C2)=O (1-hydroxyadamantanone). Isolated yield 16.0%. Reaction SMILES: [CH:1]12[CH2:10][CH:5]3[CH2:6][CH:7]([CH2:9][CH:3]([CH2:4]3)[CH2:2]1)[CH2:8]2.[OH:11]N1[C:16](=[O:17])[C:15]2=[CH:18][CH:19]=[CH:20][CH:21]=[C:14]2C1=O.[C:23]([OH:26])(=O)[CH3:24]>>[CH:1]12[CH2:10][CH:5]3[CH2:6][CH:7]([CH2:9][CH:3]([CH2:4]3)[C:2]1=[O:11])[CH2:8]2.[OH:26][C:23]12[CH2:24][CH:19]3[CH2:20][CH:21]([CH2:14][CH:15]([CH2:18]3)[C:16]1=[O:17])[CH2:1]2. Reported procedure: To 25 ml of acetic acid were added 10 mmol of adamantane, 1 mmol of N-hydroxyphthalimide and 0.2 mmol of phosphovanadotungstic acid (PV4W8O40.30H2), and the resultant mixture (pH 1.9) was stirred under an oxygen atmosphere at a temperature of 75° C. for 6 hours. The products in the reaction mixture were analyzed by gas chromatography, and, as a result, adamantane was converted into adamantanone (yield 32%) and 1-hydroxyadamantanone (yield 16%) with a conversion of 79%. Incidentally, excepting th... The reactants are COC(=O)NC(=S)Nc1cc(C(=O)c2ccccc2)ccc1N, CC(C)=O, O=C=Nc1ccccc1. Product: COC(=O)NC(=S)Nc1cc(C(=O)c2ccccc2)ccc1NC(=O)Nc1ccccc1. RXN SMILES: [C:1](=[O:2])([O:3][CH3:4])[NH:5][C:6]([NH:7][c:8]1[cH:9][c:10]([C:11](=[O:12])[c:13]2[cH:14][cH:15][cH:16][cH:17][cH:18]2)[cH:19][cH:20][c:21]1[NH2:22])=[S:23].[CH3:33][C:34](=[O:35])[CH3:36].[O:24]=[C:25]=[N:26][c:27]1[cH:28][cH:29][cH:30][cH:31][cH:32]1>>[C:1](=[O:2])([O:3][CH3:4])[NH:5][C:6]([NH:7][c:8]1[cH:9][c:10]([C:11](=[O:12])[c:13]2[cH:14][cH:15][cH:16][cH:17][cH:18]2)[cH:19][cH:20][c:21]1[NH:22][C:25](=[O:24])[NH:26][c:27]1[cH:28][cH:29][cH:30][cH:31][cH:32]1)=[S:23]. Starting materials: ClC=1C=C(C=CC1)NC1=NC=NC(=C1)N (N-(3-chloro-phenyl)-pyrimidine-4,6-diamine), ClC1=C(C(=CC=C1)Cl)N=C=O (2,6-dichlorophenyl isocyanate). Product: ClC=1C=C(C=CC1)NC1=CC(=NC=N1)NC(=O)NC1=C(C=CC=C1Cl)Cl (1-[6-(3-Chloro-phenylamino)-pyrimidin-4-yl]-3-(2,6-dichloro-Phenyl)-urea). RXN SMILES: [Cl:1][C:2]1[CH:3]=[C:4]([NH:8][C:9]2[CH:14]=[C:13]([NH2:15])[N:12]=[CH:11][N:10]=2)[CH:5]=[CH:6][CH:7]=1.[Cl:16][C:17]1[CH:22]=[CH:21][CH:20]=[C:19]([Cl:23])[C:18]=1[N:24]=[C:25]=[O:26]>>[Cl:1][C:2]1[CH:3]=[C:4]([NH:8][C:9]2[N:10]=[CH:11][N:12]=[C:13]([NH:15][C:25]([NH:24][C:18]3[C:19]([Cl:23])=[CH:20][CH:21]=[CH:22][C:17]=3[Cl:16])=[O:26])[CH:14]=2)[CH:5]=[CH:6][CH:7]=1. Reported procedure: The title compound is prepared analogously as described in Example 127 from N-(3-chloro-phenyl)-pyrimidine-4,6-diamine and 2,6-dichlorophenyl isocyanate. Procedure: Guanidine carbonate (343 mg, 1.87 mmol) was added to a solution of 1-benzyl-4-ethoxycarbonyl-3-piperidone hydrochloride (488 mg, 1.87 mmol) in tBuOH (18 mL). The reaction was heated to reflux for 2 hours and then was acidified with 1N HCl to pH 5 and stirred for 30 minutes. The mixture was filtered and the solids were dried to obtain 2-amino-7-benzyl-5,6,7,8-tetrahydropyrido[3,4-d]pyrimidin-4-ol as a yellow solid (320 mg, 67%). MS (ESI): mass calcd. for C14H16N4O 256.3 m/z found, 257.2[M+H]+. 1H... The solvent is CC(C)(C)O (tBuOH). Conditions: time 30 minute. Reactants: C(O)(O)=O.NC(=N)N (Guanidine carbonate), Cl.C(C1=CC=CC=C1)N1CC(C(CC1)C(=O)OCC)=O (1-benzyl-4-ethoxycarbonyl-3-piperidone hydrochloride), Cl (HCl). The product is NC=1N=C(C2=C(N1)CN(CC2)CC2=CC=CC=C2)O (2-amino-7-benzyl-5,6,7,8-tetrahydropyrido[3,4-d]pyrimidin-4-ol). Yield: 66.8%. RXN SMILES: C(=O)(O)O.[NH2:5][C:6]([NH2:8])=[NH:7].Cl.[CH2:10]([N:17]1[CH2:22][CH2:21][CH:20]([C:23](OCC)=[O:24])[C:19](=O)[CH2:18]1)[C:11]1[CH:16]=[CH:15][CH:14]=[CH:13][CH:12]=1.Cl>CC(O)(C)C>[NH2:7][C:6]1[N:8]=[C:23]([OH:24])[C:20]2[CH2:21][CH2:22][N:17]([CH2:10][C:11]3[CH:16]=[CH:15][CH:14]=[CH:13][CH:12]=3)[CH2:18][C:19]=2[N:5]=1 |f:0.1,2.3|. The reactants are C(C)(=O)NCC1=CC(=CC(=N1)C=1N=C(SC1)N=C(N)N)Cl (4-(6-Acetylaminomethyl-4-chloropyridin-2-y1)-2-(diaminomethyleneamino)thiazole), [H][H] (hydrogen). Reagents/catalysts: [Pd] (palladium on carbon). Solvent: CO (methanol). Yields the product C(C)(=O)NCC1=CC=CC(=N1)C=1N=C(SC1)N=C(N)N (4-(6-acetylaminomethylpyridin-2-yl)-2-(diaminomethyleneamino)thiazole). Yield: 90.9%. Reaction SMILES: [C:1]([NH:4][CH2:5][C:6]1[N:11]=[C:10]([C:12]2[N:13]=[C:14]([N:17]=[C:18]([NH2:20])[NH2:19])[S:15][CH:16]=2)[CH:9]=[C:8](Cl)[CH:7]=1)(=[O:3])[CH3:2].[H][H]>[Pd].CO>[C:1]([NH:4][CH2:5][C:6]1[N:11]=[C:10]([C:12]2[N:13]=[C:14]([N:17]=[C:18]([NH2:19])[NH2:20])[S:15][CH:16]=2)[CH:9]=[CH:8][CH:7]=1)(=[O:3])[CH3:2]. Reported procedure: 4-(6-Acetylaminomethyl-4-chloropyridin-2-y1)-2-(diaminomethyleneamino)thiazole (160 mg) was hydrogenated over 10% palladium on carbon (50% wt) (50 mg) in methanol (5 ml) at atmospheric pressure of hydrogen for 8 hours at ambient temperature. After the catalyst was removed by filtration, the solvent was evaporated in vacuo and the residue was mixed with water. The solution was adjusted to pH 10 with aqueous potassium carbonate and the free base was extracted with ethyl acetate. The extract was wa...